This data is from the Open Reaction Database (ORD), a public repository of structured organic reaction records. The task is: describe an organic reaction: reactants, conditions, products, and yield The reactants are COC(=O)C(=O)OC, C1CCOC1, CC(=O)C1(C)COC(C)(C)OC1, [Cl-], [H-], [NH4+], [Na+]. Product: COC(=O)C(=O)CC(=O)C1(C)COC(C)(C)OC1. As a reaction SMILES: [C:15]([C:16](=[O:17])[O:18][CH3:19])(=[O:20])[O:21][CH3:22].[CH2:25]1[O:26][CH2:27][CH2:28][CH2:29]1.[CH3:1][C:2]1([CH3:12])[O:3][CH2:4][C:5]([CH3:8])([C:9]([CH3:10])=[O:11])[CH2:6][O:7]1.[Cl-:23].[H-:13].[NH4+:24].[Na+:14]>>[CH3:1][C:2]1([CH3:12])[O:3][CH2:4][C:5]([CH3:8])([C:9]([CH2:10][C:15]([C:16](=[O:17])[O:18][CH3:19])=[O:20])=[O:11])[CH2:6][O:7]1. The reactants are CCOC(C)=O, O=[N+]([O-])c1cccc(-c2cn[nH]c2)c1. Product: Nc1cccc(-c2cn[nH]c2)c1. Reaction SMILES: [CH3:15][CH2:16][O:17][C:18](=[O:19])[CH3:20].[N+:1]([O-:2])(=[O:3])[c:4]1[cH:5][c:6](-[c:10]2[cH:11][n:12][nH:13][cH:14]2)[cH:7][cH:8][cH:9]1>>[NH2:1][c:4]1[cH:5][c:6](-[c:10]2[cH:11][nH:12][n:13][cH:14]2)[cH:7][cH:8][cH:9]1. Starting materials: N1(C=NC=C1)C=1C=C2C=NC(=NC2=CC1)C1=CC=CC=C1 (6-(1H-imidazol-1-yl)-2-phenylquinazoline), C(C)O (ethanol). Run at time 5 minute. Yields the product O.N1(C=NC=C1)C=1C=C2C=NC(=NC2=CC1)C1=CC=CC=C1 (6-(1H-imidazol-1-yl)-2-phenylquinazoline monohydrate). Isolated yield 75.0%. RXN SMILES: [N:1]1([C:6]2[CH:7]=[C:8]3[C:13](=[CH:14][CH:15]=2)[N:12]=[C:11]([C:16]2[CH:21]=[CH:20][CH:19]=[CH:18][CH:17]=2)[N:10]=[CH:9]3)[CH:5]=[CH:4][N:3]=[CH:2]1.C([OH:24])C>>[OH2:24].[N:1]1([C:6]2[CH:7]=[C:8]3[C:13](=[CH:14][CH:15]=2)[N:12]=[C:11]([C:16]2[CH:21]=[CH:20][CH:19]=[CH:18][CH:17]=2)[N:10]=[CH:9]3)[CH:5]=[CH:4][N:3]=[CH:2]1 |f:2.3|. Procedure: 3 g of 6-(1H-imidazol-1-yl)-2-phenylquinazoline are suspended in 80 mL of ethanol, the suspension is heated at reflux for 10 minutes, and then filtered while hot, the resulting solution is added at room temperature to 80 mL of water, with stirring, stirring is continued for a further 5 min and the mixture is then filtered and dried at 20° C., 10 mmHg, for 12 hours. 2.3 g (75%) of product are obtained in the form of a yellow powder. The crystals obtained are analysed. XRPD: Form C. Form C is simi... Reactants: COC(=O)C1(CN(CC1)C1=CC(=CC=C1)C=1N=C2C(=NC1)NC=C2C(C(C)(C)C)=O)C (1-{3-[7-(2,2-dimethyl-propionyl)-5H-pyrrolo[2,3-b]pyrazin-2-yl]-phenyl}-3-methyl-pyrrolidine-3-carboxylic acid methyl ester), [OH-].[K+] (potassium hydroxide), desired acid, C(=O)(C=1NC=CN1)C=1NC=CN1 (carbonyl diimidazole), CN (Methylamine). The solvent is CO (methanol), CN(C=O)C (N,N-dimethylformamide). Reaction conditions: temperature 65 celsius. The product is CNC(=O)C1(CN(CC1)C1=CC(=CC=C1)C=1N=C2C(=NC1)NC=C2C(C(C)(C)C)=O)C (1-{3-[7-(2,2-Dimethyl-propionyl)-5H-pyrrolo[2,3-b]pyrazin-2-yl]-phenyl}-3-methyl-pyrrolidine-3-carboxylic acid methylamide), powder. RXN SMILES: CO[C:3]([C:5]1([CH3:31])[CH2:9][CH2:8][N:7]([C:10]2[CH:15]=[CH:14][CH:13]=[C:12]([C:16]3[N:17]=[C:18]4[C:24]([C:25](=[O:30])[C:26]([CH3:29])([CH3:28])[CH3:27])=[CH:23][NH:22][C:19]4=[N:20][CH:21]=3)[CH:11]=2)[CH2:6]1)=[O:4].[OH-].[K+].C(C1NC=CN=1)([C:36]1[NH:37]C=CN=1)=O.CN>CN(C)C=O.CO>[CH3:36][NH:37][C:3]([C:5]1([CH3:31])[CH2:9][CH2:8][N:7]([C:10]2[CH:15]=[CH:14][CH:13]=[C:12]([C:16]3[N:17]=[C:18]4[C:24]([C:25](=[O:30])[C:26]([CH3:27])([CH3:29])[CH3:28])=[CH:23][NH:22][C:19]4=[N:20][CH:21]=3)[CH:11]=2)[CH2:6]1)=[O:4] |f:1.2|. Reported procedure: 1-{3-[7-(2,2-Dimethyl-propionyl)-5H-pyrrolo[2,3-b]pyrazin-2-yl]-phenyl}-3-methyl-pyrrolidine-3-carboxylic acid methylamide was prepared by treating 1-{3-[7-(2,2-dimethyl-propionyl)-5H-pyrrolo[2,3-b]pyrazin-2-yl]-phenyl}-3-methyl-pyrrolidine-3-carboxylic acid methyl ester (190 mg, 0.3 mmol) with methanol (3 mL) and potassium hydroxide (2 mL, 0.5 M aqueous). Upon partitioning the mixture between 10% aqueous acetic acid and ethyl acetate, the desired acid (110 mg, 0.27 mmol) was dissolved in N,N-di... Reactants: OC1=CC=C(C=C1)N1C2=C(C=CC1=O)C(=C(S2)C(=O)OCC)C2=CC=CC=C2 (Ethyl 7-(4-hydroxyphenyl)-6-oxo-3-phenyl-6,7-dihydrothieno[2,3-b]pyridine-2-carboxylate), C([O-])([O-])=O.[Cs+].[Cs+] (caesium carbonate), CN(C)C=O (DMF), Cl.ClCCC1CNCCO1 (2-(chloroethyl)morpholine hydrochloride). The product is O1CCN(CC1)CCOC1=CC=C(C=C1)N1C2=C(C=CC1=O)C(=C(S2)C(=O)OCC)C2=CC=CC=C2 (Ethyl 7-[4-(2-morpholinoethoxy)phenyl]-6-oxo-3-phenyl-6,7-dihydrothieno[2,3-b]pyridine-2-carboxylate). Reaction SMILES: [OH:1][C:2]1[CH:7]=[CH:6][C:5]([N:8]2[C:13](=[O:14])[CH:12]=[CH:11][C:10]3[C:15]([C:23]4[CH:28]=[CH:27][CH:26]=[CH:25][CH:24]=4)=[C:16]([C:18]([O:20][CH2:21][CH3:22])=[O:19])[S:17][C:9]2=3)=[CH:4][CH:3]=1.[C:29](=[O:32])([O-])[O-].[Cs+].[Cs+].Cl.ClCC[CH:39]1O[CH2:43][CH2:42][NH:41][CH2:40]1.[CH3:45]N(C=O)C>>[O:32]1[CH2:29][CH2:45][N:41]([CH2:40][CH2:39][O:1][C:2]2[CH:3]=[CH:4][C:5]([N:8]3[C:13](=[O:14])[CH:12]=[CH:11][C:10]4[C:15]([C:23]5[CH:24]=[CH:25][CH:26]=[CH:27][CH:28]=5)=[C:16]([C:18]([O:20][CH2:21][CH3:22])=[O:19])[S:17][C:9]3=4)=[CH:6][CH:7]=2)[CH2:42][CH2:43]1 |f:1.2.3,4.5|. Procedure details: To a mixture of the compound of Example 89 (100 mg, 0.256 mmol) and caesium carbonate (202 mg, 0.62 mmol) in dry DMF (5 mL) was added 2-(chloroethyl)morpholine hydrochloride (58 mg, 0.31 mmol) and the reaction heated at 60° under nitrogen for 48 h. The reaction was partitioned between water and EtOAc, the EtOAc extracts dried (MgSO4) and concentrated in vacuo. The crude product was then purified by column chromatography on silica eluting with 0–5% MeOH in DCM to give the title compound as a whit... The reactants are ice water, C([O-])([O-])=O.[Na+].[Na+] (sodium carbonate), dichloro(1,1′-bis(diphenylphosphino)ferrocene)palladium (II), C(#N)C1=CC=C(CNC(C(OCC)C2=C(C=C(C=C2F)B2OC(C(O2)(C)C)(C)C)F)=O)C=C1 ((RS)-N-(4-cyano-benzyl)-2-[2,6-difluoro-4-(4,4,5,5-tetramethyl-[1,3,2]dioxaborolan-2-yl)-phenyl]-2-ethoxy-acetamide), Cl.BrC1=CC=NC=C1 (4-bromopyridine hydrochloride). Run in O (water), COCCOC (1,2-dimethoxyethane). Run at temperature 85 celsius, time 8 hour. Product: C(#N)C1=CC=C(CNC(C(OCC)C2=C(C=C(C=C2F)C2=CC=NC=C2)F)=O)C=C1 ((RS)-N-(4-cyano-benzyl)-2-(2,6-difluoro-4-pyridin-4-yl-phenyl)-2-ethoxy-acetamide). Yield: 70.6%. As a reaction SMILES: [C:1]([C:3]1[CH:33]=[CH:32][C:6]([CH2:7][NH:8][C:9](=[O:31])[CH:10]([C:14]2[C:19]([F:20])=[CH:18][C:17](B3OC(C)(C)C(C)(C)O3)=[CH:16][C:15]=2[F:30])[O:11][CH2:12][CH3:13])=[CH:5][CH:4]=1)#[N:2].Cl.Br[C:36]1[CH:41]=[CH:40][N:39]=[CH:38][CH:37]=1.C(=O)([O-])[O-].[Na+].[Na+]>COCCOC.O>[C:1]([C:3]1[CH:4]=[CH:5][C:6]([CH2:7][NH:8][C:9](=[O:31])[CH:10]([C:14]2[C:19]([F:20])=[CH:18][C:17]([C:36]3[CH:41]=[CH:40][N:39]=[CH:38][CH:37]=3)=[CH:16][C:15]=2[F:30])[O:11][CH2:12][CH3:13])=[CH:32][CH:33]=1)#[N:2] |f:1.2,3.4.5|. Reported procedure: To a stirred solution of (RS)-N-(4-cyano-benzyl)-2-[2,6-difluoro-4-(4,4,5,5-tetramethyl-[1,3,2]dioxaborolan-2-yl)-phenyl]-2-ethoxy-acetamide (300 mg) in 1,2-dimethoxyethane (8 ml) was added 4-bromopyridine hydrochloride (387 mg). A solution of sodium carbonate (210 mg) in water (2.1 ml) and dichloro(1,1′-bis(diphenylphosphino)ferrocene)palladium (II) (48 mg) were added. The mixture was stirred at 85° C. for 4 h and at rt overnight. After cooling to rt, ice water was added. The mixture was filter...